Dataset: the Open Reaction Database (ORD), a public repository of structured organic reaction records. Task: describe an organic reaction: reactants, conditions, products, and yield Starting materials: COc1c(N(C)C(=O)OC(C)(C)C)cc(Br)c2c3cc(C)cnc3n(C(=O)OC(C)(C)C)c12, CCS(=O)(=O)c1cccc(B(O)O)c1, CCOC(C)=O, [K+], [K+], O=C([O-])[O-], C1COCCO1, c1ccc(P(c2ccccc2)(c2ccccc2)[Pd](P(c2ccccc2)(c2ccccc2)c2ccccc2)(P(c2ccccc2)(c2ccccc2)c2ccccc2)P(c2ccccc2)(c2ccccc2)c2ccccc2)cc1. The product is CCS(=O)(=O)c1cccc(-c2cc(N(C)C(=O)OC(C)(C)C)c(OC)c3c2c2cc(C)cnc2n3C(=O)OC(C)(C)C)c1. As a reaction SMILES: [Br:1][c:2]1[c:3]2[c:4]3[c:5]([n:6]([C:22](=[O:23])[O:24][C:25]([CH3:26])([CH3:27])[CH3:28])[c:7]2[c:8]([O:20][CH3:21])[c:9]([N:11]([CH3:12])[C:13](=[O:14])[O:15][C:16]([CH3:17])([CH3:18])[CH3:19])[cH:10]1)[n:29][cH:30][c:31]([CH3:33])[cH:32]3.[CH2:34]([CH3:35])[S:36](=[O:37])(=[O:38])[c:39]1[cH:40][c:41]([B:45]([OH:46])[OH:47])[cH:42][cH:43][cH:44]1.[CH3:60][CH2:61][O:62][C:63]([CH3:64])=[O:65].[K+:54].[K+:55].[O-:56][C:57]([O-:58])=[O:59].[O:48]1[CH2:49][CH2:50][O:51][CH2:52][CH2:53]1.[cH:66]1[cH:67][cH:68][c:69]([P:70]([Pd:71]([P:72]([c:73]2[cH:74][cH:75][cH:76][cH:77][cH:78]2)([c:79]2[cH:80][cH:81][cH:82][cH:83][cH:84]2)[c:85]2[cH:86][cH:87][cH:88][cH:89][cH:90]2)([P:91]([c:92]2[cH:93][cH:94][cH:95][cH:96][cH:97]2)([c:98]2[cH:99][cH:100][cH:101][cH:102][cH:103]2)[c:104]2[cH:105][cH:106][cH:107][cH:108][cH:109]2)[P:110]([c:111]2[cH:112][cH:113][cH:114][cH:115][cH:116]2)([c:117]2[cH:118][cH:119][cH:120][cH:121][cH:122]2)[c:123]2[cH:124][cH:125][cH:126][cH:127][cH:128]2)([c:129]2[cH:130][cH:131][cH:132][cH:133][cH:134]2)[c:135]2[cH:136][cH:137][cH:138][cH:139][cH:140]2)[cH:141][cH:142]1>>[c:2]1(-[c:41]2[cH:40][c:39]([S:36]([CH2:34][CH3:35])(=[O:37])=[O:38])[cH:44][cH:43][cH:42]2)[c:3]2[c:4]3[c:5]([n:6]([C:22](=[O:23])[O:24][C:25]([CH3:26])([CH3:27])[CH3:28])[c:7]2[c:8]([O:20][CH3:21])[c:9]([N:11]([CH3:12])[C:13](=[O:14])[O:15][C:16]([CH3:17])([CH3:18])[CH3:19])[cH:10]1)[n:29][cH:30][c:31]([CH3:33])[cH:32]3. The reactants are solution, Cl (hydrogen chloride), C(=O)N(CC1=CC(=C(C(=C1)C(C)(C)C)O)C(C)(C)C)N1C=NC=C1 (1-[N-formyl-N-(4-hydroxy-3,5-di-tert.-butylbenzyl)amino]imidazole), CSC.B (borane-dimethyl sulfide). Run in CO (methanol), CO (methanol), O1CCCC1 (tetrahydrofuran), C1(=CC=CC=C1)C (toluene). The product is OC1=C(C=C(CN(C)N2C=NC=C2)C=C1C(C)(C)C)C(C)(C)C (1-[N-(4-hydroxy-3,5-di-tert.-butylbenzyl)-N-methylamino]imidazole). As a reaction SMILES: [CH:1]([N:3]([N:20]1[CH:24]=[CH:23][N:22]=[CH:21]1)[CH2:4][C:5]1[CH:10]=[C:9]([C:11]([CH3:14])([CH3:13])[CH3:12])[C:8]([OH:15])=[C:7]([C:16]([CH3:19])([CH3:18])[CH3:17])[CH:6]=1)=O.CSC.B.Cl>O1CCCC1.C1(C)C=CC=CC=1.CO>[OH:15][C:8]1[C:9]([C:11]([CH3:13])([CH3:12])[CH3:14])=[CH:10][C:5]([CH2:4][N:3]([N:20]2[CH:24]=[CH:23][N:22]=[CH:21]2)[CH3:1])=[CH:6][C:7]=1[C:16]([CH3:19])([CH3:18])[CH3:17] |f:1.2|. Procedure details: 3.30 g of 1-[N-formyl-N-(4-hydroxy-3,5-di-tert.-butylbenzyl)amino]imidazole are dissolved in 100 ml of absolute tetrahydrofuran. Into this solution there are injected at room temperature 20 ml of a 2 molar solution of borane-dimethyl sulfide complex [BH3.S(CH3)2 ] in toluene. The reaction mixture is subsequently heated to gentle reflux for 2 hours, cooled to 0°, treated with 20 ml of absolute methanol and heated for an additional 30 minutes. The solvent is removed completely by evaporation under... Reactants: C(C(C)C)OC[C@H](CC(C)C)NC(=O)[C@@H]1[C@H](O1)C(=O)OCC (ethyl (2S,3S)-3-[[(1S)-1-isobutoxymethyl-3-methylbutyl]carbamoyl]oxirane-2-carboxylate), acid chloride, aqueous solution, [OH-].[Na+] (sodium hydroxide). Solvent: C(C)O (ethanol). Product: C(C(C)C)OC[C@H](CC(C)C)NC(=O)[C@@H]1[C@H](O1)C(=O)[O-].[Na+] (sodium (2S,3S)-3-[[(1S)-1-isobutoxymethyl-3-methylbutyl]carbamoyl]oxirane-2-carboxylate). The yield is 69.9%. RXN SMILES: [CH2:1]([O:5][CH2:6][C@@H:7]([NH:12][C:13]([C@H:15]1[O:17][C@@H:16]1[C:18]([O:20]CC)=[O:19])=[O:14])[CH2:8][CH:9]([CH3:11])[CH3:10])[CH:2]([CH3:4])[CH3:3].[OH-].[Na+:24]>C(O)C>[CH2:1]([O:5][CH2:6][C@@H:7]([NH:12][C:13]([C@H:15]1[O:17][C@@H:16]1[C:18]([O-:20])=[O:19])=[O:14])[CH2:8][CH:9]([CH3:11])[CH3:10])[CH:2]([CH3:3])[CH3:4].[Na+:24] |f:1.2,4.5|. Procedure: Crude ethyl (2S,3S)-3-[[(1S)-1-isobutoxymethyl-3-methylbutyl]carbamoyl]oxirane-2-carboxylate (7.82 g) synthesized according to the process (acid chloride method) similar to that described in Patent reference 1 was dissolved in ethanol (24 mL). While the solution was cooled with ice and stirred, 1 mol/L aqueous solution of sodium hydroxide (23.55 mL) was dropped. After the solution was stirred for 1.5 hours while the temperature was kept, the solvent was distilled off under reduced pressure. Wate... The reactants are CC(=O)SCC(C(=O)NC(CC(=O)O)Cc1ccccc1)C(F)(F)F, CCOC(C)=O, CCCCCC, CCCCCC, CO, CC(=O)O, CCOC(C)=O, [NH4+], [OH-]. Product: O=C(O)CC(Cc1ccccc1)NC(=O)C(CS)C(F)(F)F. Reaction SMILES: [C:1](=[O:2])([CH3:3])[S:4][CH2:5][CH:6]([C:7](=[O:8])[NH:9][CH:10]([CH2:11][C:12](=[O:13])[OH:14])[CH2:15][c:16]1[cH:17][cH:18][cH:19][cH:20][cH:21]1)[C:22]([F:23])([F:24])[F:25].[C:28]([O:29][CH2:30][CH3:31])(=[O:32])[CH3:33].[CH3:34][CH2:35][CH2:36][CH2:37][CH2:38][CH3:39].[CH3:40][CH2:41][CH2:42][CH2:43][CH2:44][CH3:45].[CH3:46][OH:47].[CH3:48][C:49](=[O:50])[OH:51].[CH3:52][CH2:53][O:54][C:55](=[O:56])[CH3:57].[NH4+:27].[OH-:26]>>[SH:4][CH2:5][CH:6]([C:7](=[O:8])[NH:9][CH:10]([CH2:11][C:12](=[O:13])[OH:14])[CH2:15][c:16]1[cH:17][cH:18][cH:19][cH:20][cH:21]1)[C:22]([F:23])([F:24])[F:25].